The task is: describe an organic reaction: reactants, conditions, products, and yield. This data is from the Open Reaction Database (ORD), a public repository of structured organic reaction records. Reactants: C(C)(=O)N1C(C(C2=CC=C(C=C12)C(=O)OC)=C(C1=CC=CC=C1)OCC)=O (1-acetyl-3-(1-ethoxy-1-phenylmethylene)-6-methoxycarbonyl-2-indolinone), N1C(NC(C1=CC1=CC=C(N)C=C1)=O)=O (4-((imidazolidin-2,4-dion-5-ylidene)-methyl)-aniline). Product: N1C(NC(C1=CC1=CC=C(N\C(\C2=CC=CC=C2)=C\2/C(NC3=CC(=CC=C23)C(=O)OC)=O)C=C1)=O)=O (3-Z-[1-(4-((imidazolidin-2,4-dion-5-ylidene)-methyl)-anilino)-1-phenyl-methylene]-6-methoxycarbonyl-2-indolinone). RXN SMILES: C([N:4]1[C:12]2[C:7](=[CH:8][CH:9]=[C:10]([C:13]([O:15][CH3:16])=[O:14])[CH:11]=2)[C:6](=[C:17](OCC)[C:18]2[CH:23]=[CH:22][CH:21]=[CH:20][CH:19]=2)[C:5]1=[O:27])(=O)C.[NH:28]1[C:32](=[CH:33][C:34]2[CH:40]=[CH:39][C:37]([NH2:38])=[CH:36][CH:35]=2)[C:31](=[O:41])[NH:30][C:29]1=[O:42]>>[NH:28]1[C:32](=[CH:33][C:34]2[CH:40]=[CH:39][C:37]([NH:38]/[C:17](=[C:6]3\[C:5](=[O:27])[NH:4][C:12]4[C:7]\3=[CH:8][CH:9]=[C:10]([C:13]([O:15][CH3:16])=[O:14])[CH:11]=4)/[C:18]3[CH:23]=[CH:22][CH:21]=[CH:20][CH:19]=3)=[CH:36][CH:35]=2)[C:31](=[O:41])[NH:30][C:29]1=[O:42]. Reported procedure: Prepared from 1-acetyl-3-(1-ethoxy-1-phenylmethylene)-6-methoxycarbonyl-2-indolinone and 4-((imidazolidin-2,4-dion-5-ylidene)-methyl)-aniline Rf value: 0.4 (silica gel, methylene chloride/methanol=10:1) C27H20N4O5 Starting materials: C1COC(CCC(CC2=CC(=C(C=C2)OC)OC)[N+](=O)[O-])(CCC2=CC=C(C=C2)Cl)O1 (1-(3',4'-dimethoxyphenyl)-7-(4'-chlorophenyl)-2-nitroheptan-5-one ethylene ketal), [O-]S(=O)(=O)[O-].[Mg+2] (MgSO4), [H-].[H-].[H-].[H-].[Li+].[Al+3] (LiAlH4), [H-].[H-].[H-].[H-].[Li+].[Al+3] (LiAlH4). Run in O1CCCC1 (tetrahydrofuran), O1CCCC1 (tetrahydrofuran). The product is C1COC(CCC(CC2=CC(=C(C=C2)OC)OC)N)(CCC2=CC=C(C=C2)Cl)O1 (2-Amino-1-(3',4'-dimethoxyphenyl)-7-(4'-chlorophenyl)heptan-5-one ethylene ketal). As a reaction SMILES: [H-].[H-].[H-].[H-].[Li+].[Al+3].[CH2:7]1[O:37][C:10]([CH2:28][CH2:29][C:30]2[CH:35]=[CH:34][C:33]([Cl:36])=[CH:32][CH:31]=2)([CH2:11][CH2:12][CH:13]([N+:25]([O-])=O)[CH2:14][C:15]2[CH:20]=[CH:19][C:18]([O:21][CH3:22])=[C:17]([O:23][CH3:24])[CH:16]=2)[O:9][CH2:8]1.[O-]S([O-])(=O)=O.[Mg+2]>O1CCCC1>[CH2:8]1[O:9][C:10]([CH2:28][CH2:29][C:30]2[CH:35]=[CH:34][C:33]([Cl:36])=[CH:32][CH:31]=2)([CH2:11][CH2:12][CH:13]([NH2:25])[CH2:14][C:15]2[CH:20]=[CH:19][C:18]([O:21][CH3:22])=[C:17]([O:23][CH3:24])[CH:16]=2)[O:37][CH2:7]1 |f:0.1.2.3.4.5,7.8|. Reported procedure: To a suspension of 16.5 g (0.43 mole) of LiAlH4 in 500 ml of dry tetrahydrofuran was added dropwise a solution of 65 g (0.14 mole) of 1-(3',4'-dimethoxyphenyl)-7-(4'-chlorophenyl)-2-nitroheptan-5-one ethylene ketal in a minimum amount of dry tetrahydrofuran. After the addition the reaction mixture was refluxed gently for 2 hrs. The excess LiAlH4 was decomposed with saturated MgSO4 solution. The inorganic salts were filtered off and washed with ether. The organic layer was extracted twice with wa... The reactants are OC=1C=C2C=CC=C(C2=CC1)C(=O)O (6-hydroxy-1-naphthoic acid), CN (methylamine). Yields the product OC=1C=C2C=CC=C(C2=CC1)C(=O)NC (6-Hydroxy-N-methyl-1-naphthamide). Reaction SMILES: [OH:1][C:2]1[CH:3]=[C:4]2[C:9](=[CH:10][CH:11]=1)[C:8]([C:12]([OH:14])=O)=[CH:7][CH:6]=[CH:5]2.[CH3:15][NH2:16]>>[OH:1][C:2]1[CH:3]=[C:4]2[C:9](=[CH:10][CH:11]=1)[C:8]([C:12]([NH:16][CH3:15])=[O:14])=[CH:7][CH:6]=[CH:5]2. Reported procedure: Prepared from 6-hydroxy-1-naphthoic acid and methylamine using the method of preparation 57 to give the title compound as a pale orange solid. The reactants are ClC1=NC=2C=CC=CC2C2=C1C(OC2)=O (4-Chloro-furo[3,4-c]quinolin-3(1H)-one), C(C)(=O)[O-].[Na+] (sodium acetate). The reagents and catalysts are [Pd] (Palladium on carbon). Run in C(C)(=O)O (acetic acid). Conditions: time 2 hour. The product is C1OC(C=2C=NC=3C=CC=CC3C21)=O (Furo[3,4-c]quinolin-3(1H)-one). Reaction SMILES: Cl[C:2]1[C:11]2[C:12](=[O:15])[O:13][CH2:14][C:10]=2[C:9]2[CH:8]=[CH:7][CH:6]=[CH:5][C:4]=2[N:3]=1.C([O-])(=O)C.[Na+]>[Pd].C(O)(=O)C>[CH2:14]1[C:10]2[C:9]3[CH:8]=[CH:7][CH:6]=[CH:5][C:4]=3[N:3]=[CH:2][C:11]=2[C:12](=[O:15])[O:13]1 |f:1.2|. Procedure: A mixture of 4-Chloro-furo[3,4-c]quinolin-3(1H)-one (500 mg), 10% Palladium on carbon (100 mg) and sodium acetate (500 mg) in 20 mL of acetic acid was hydrogenated at atmospheric pressure for 2 h. After filtration through celite, the solvent was removed in vacuo, and the residue was taken up in methylene chloride. After filtration the solvent was removed in vacuo to afford Furo[3,4-c]quinolin-3(1H)-one as a solid. The reactants are COc1c(C)c2c(c(OS(=O)(=O)c3ccc(C)cc3)c1CC1=C(C)C(CC(=O)O)CC1)C(=O)OC2, CO, CCOC(C)=O, Cl, [Li+], [OH-], O, O. Yields the product COc1c(C)c2c(c(O)c1CC1=C(C)C(CC(=O)O)CC1)C(=O)OC2. RXN SMILES: [CH3:1][O:2][c:3]1[c:4]([CH2:25][C:26]2=[C:27]([CH3:35])[CH:28]([CH2:31][C:32](=[O:33])[OH:34])[CH2:29][CH2:30]2)[c:5]([O:14][S:15]([c:16]2[cH:17][cH:18][c:19]([CH3:20])[cH:21][cH:22]2)(=[O:23])=[O:24])[c:6]2[c:10]([c:11]1[CH3:12])[CH2:9][O:8][C:7]2=[O:13].[CH3:40][OH:41].[CH3:43][CH2:44][O:45][C:46](=[O:47])[CH3:48].[ClH:39].[Li+:38].[OH-:37].[OH2:36].[OH2:42]>>[CH3:1][O:2][c:3]1[c:4]([CH2:25][C:26]2=[C:27]([CH3:35])[CH:28]([CH2:31][C:32](=[O:33])[OH:34])[CH2:29][CH2:30]2)[c:5]([OH:14])[c:6]2[c:10]([c:11]1[CH3:12])[CH2:9][O:8][C:7]2=[O:13]. The reactants are O=C(c1ccccc1)c1cccnc1C(=O)O, CC(=O)OC(C)=O, Cc1ccccc1, Nc1ccccc1, [Na+], [OH-], O=S(=O)(O)O, c1ccccc1. Yields the product O=C(O)c1ccccn1. Reaction SMILES: [C:1](=[O:2])([c:3]1[cH:4][cH:5][cH:6][cH:7][cH:8]1)[c:9]1[c:10]([C:15](=[O:16])[OH:17])[n:11][cH:12][cH:13][cH:14]1.[CH3:30][C:31]([O:32][C:33](=[O:34])[CH3:35])=[O:36].[CH3:39][c:40]1[cH:41][cH:42][cH:43][cH:44][cH:45]1.[NH2:18][c:19]1[cH:20][cH:21][cH:22][cH:23][cH:24]1.[Na+:38].[OH-:37].[S:25](=[O:26])(=[O:27])([OH:28])[OH:29].[cH:46]1[cH:47][cH:48][cH:49][cH:50][cH:51]1>>[cH:9]1[c:10]([C:15](=[O:16])[OH:17])[n:11][cH:12][cH:13][cH:14]1. Starting materials: FC(CN(C(=O)N)C1=CC=C(C=C1)OC)(F)F (N-(2,2,2-trifluoroethyl)-N-(p-methoxyphenyl)urea), C(C1=CC=CC=C1)=O (benzaldehyde), Cl (hydrochloric acid). The solvent is C=1(C(=CC=CC1)C)C (xylene). RXN SMILES: [F:1][C:2]([F:17])([F:16])[CH2:3][N:4]([C:8]1[CH:13]=[CH:12][C:11]([O:14][CH3:15])=[CH:10][CH:9]=1)[C:5]([NH2:7])=[O:6].[CH:18](=O)[C:19]1[CH:24]=[CH:23][CH:22]=[CH:21][CH:20]=1.Cl>[Cl-].[Zn+2].[Cl-].C1(C)C(C)=CC=CC=1>[F:1][C:2]([F:16])([F:17])[CH2:3][N:4]1[C:8]2[C:13](=[CH:12][C:11]([O:14][CH3:15])=[CH:10][CH:9]=2)[CH:18]([C:19]2[CH:24]=[CH:23][CH:22]=[CH:21][CH:20]=2)[NH:7][C:5]1=[O:6] |f:3.4.5|. Yield: 62.0%. Reagents/catalysts: [Cl-].[Zn+2].[Cl-] (zinc chloride). Procedure details: A mixture of 3.23 g (0.013 mole) of N-(2,2,2-trifluoroethyl)-N-(p-methoxyphenyl)urea, 1.6 g (0.015 mole) of benzaldehyde, 5.3 g (0.039 mole) of anhydrous zinc chloride, and 65 ml of xylene was stirred for a while and then heated under reflux for 15 hours, removing the water formed azeotropically. Thereafter, 20 ml of 1N-hydrochloric acid was added to the reaction mixture and the mixture was stirred for a while. The organic layer was separated from the reaction mixture, washed with water, dried o... Yields the product FC(CN1C(NC(C2=CC(=CC=C12)OC)C1=CC=CC=C1)=O)(F)F (1-(2,2,2-trifluoroethyl)-4-phenyl-6-methoxy-3,4-dihydro-2(1H)-quinazolinone). Reactants: 26C, ClCC=1C(=NC(=NC1)C1=CC=C(C=C1)C(F)(F)F)C1CC1 (5-chloromethyl-4-cyclopropyl-2-(4-trifluoromethyl-phenyl)-pyrimidine), 26E, C(C)OC(C(C)(C)OC1=CC(=CC=C1)CCN)=O (2-[3-(2-amino-ethyl)-phenoxy]-2-methyl-propionic acid ethyl ester), C1(CC1)C1=NC(=NC=C1CC(=O)O)C1=CC=C(C=C1)C(F)(F)F ([4-cyclopropyl-2-(4-trifluoromethyl-phenyl)-pyrimidin-5-yl]-acetic acid). The product is C(C)OC(C(C)(C)OC1=CC(=CC=C1)CCNC(CC=1C(=NC(=NC1)C1=CC=C(C=C1)C(F)(F)F)C1CC1)=O)=O (2-[3-(2-{2-[4-cyclopropyl-2(4-trifluoromethyl-phenyl)-pyrimidin-5-yl]-acetylamino}-ethyl)-phenoxy]-2-methyl-propionic acid ethyl ester). As a reaction SMILES: [CH2:1]([O:3][C:4](=[O:18])[C:5]([O:8][C:9]1[CH:14]=[CH:13][CH:12]=[C:11]([CH2:15][CH2:16][NH2:17])[CH:10]=1)([CH3:7])[CH3:6])[CH3:2].[CH:19]1([C:22]2[C:27]([CH2:28][C:29](O)=[O:30])=[CH:26][N:25]=[C:24]([C:32]3[CH:37]=[CH:36][C:35]([C:38]([F:41])([F:40])[F:39])=[CH:34][CH:33]=3)[N:23]=2)[CH2:21][CH2:20]1.ClCC1C(C2CC2)=NC(C2C=CC(C(F)(F)F)=CC=2)=NC=1>>[CH2:1]([O:3][C:4](=[O:18])[C:5]([O:8][C:9]1[CH:14]=[CH:13][CH:12]=[C:11]([CH2:15][CH2:16][NH:17][C:29](=[O:30])[CH2:28][C:27]2[C:22]([CH:19]3[CH2:20][CH2:21]3)=[N:23][C:24]([C:32]3[CH:33]=[CH:34][C:35]([C:38]([F:41])([F:40])[F:39])=[CH:36][CH:37]=3)=[N:25][CH:26]=2)[CH:10]=1)([CH3:7])[CH3:6])[CH3:2]. Procedure: In analogy to the procedures described in example 26B] and 26C], 2-[3-(2-amino-ethyl)-phenoxy]-2-methyl-propionic acid ethyl ester (example 55C]) was reacted with [4-cyclopropyl-2-(4-trifluoromethyl-phenyl)-pyrimidin-5-yl]-acetic acid (prepared from 5-chloromethyl-4-cyclopropyl-2-(4-trifluoromethyl-phenyl)-pyrimidine (example 27F]) in analogy to the sequences described in examples 26D] and 26E]) to give 2-[3-(2-{2-[4-cyclopropyl-2(4-trifluoromethyl-phenyl)-pyrimidin-5-yl]-acetylamino}-ethyl)-phe... Procedure details: p-Toluenesulfonic acid monohydrate (1.6 mg, 0.0084 mmol) is added to a stirred solution of 3,5-diamino-6-chloro-pyrazine-2-carboxylic acid [8-{1-[2-(tetrahydro-pyran-2-yloxy)-ethyl]-1H-indole-4-carbonyl}-1,3,8-triaza-spiro[4.5]dec-(2E)-ylidene]-amide (Ex. 84) (50 mg, 0.084 mmol) in MeOH (3 ml) and the resulting solution is stirred at room temperature for 3 hrs, then heated at 50° C. for 16 hours. The solvent is removed in vacuo and the residue is dissolved in MeOH (3 ml) and loaded onto a 1 g PE... Run at time 3 hour. Run in CO (MeOH). Starting materials: O.C1(=CC=C(C=C1)S(=O)(=O)O)C (p-Toluenesulfonic acid monohydrate), O1C(CCCC1)OCCN1C=CC=2C(=CC=CC12)C(=O)N1CCC2(CN/C(/N2)=N\C(=O)C2=NC(=C(N=C2N)N)Cl)CC1 (3,5-diamino-6-chloro-pyrazine-2-carboxylic acid [8-{1-[2-(tetrahydro-pyran-2-yloxy)-ethyl]-1H-indole-4-carbonyl}-1,3,8-triaza-spiro[4.5]dec-(2E)-ylidene]-amide). Yields the product OCCN1C=CC=2C(=CC=CC12)C(=O)N1CCC2(CN/C(/N2)=N\C(=O)C2=NC(=C(N=C2N)N)Cl)CC1 (3,5-Diamino-6-chloro-pyrazine-2-carboxylic acid [8-[1-(2-hydroxy-ethyl)-1H-indole-4-carbonyl]-1,3,8-triaza-spiro[4.5]dec-(2E)-ylidene]-amide). Reaction SMILES: O.C1(C)C=CC(S(O)(=O)=O)=CC=1.O1CCCCC1[O:19][CH2:20][CH2:21][N:22]1[C:30]2[CH:29]=[CH:28][CH:27]=[C:26]([C:31]([N:33]3[CH2:54][CH2:53][C:36]4([NH:40]/[C:39](=[N:41]/[C:42]([C:44]5[C:49]([NH2:50])=[N:48][C:47]([NH2:51])=[C:46]([Cl:52])[N:45]=5)=[O:43])/[NH:38][CH2:37]4)[CH2:35][CH2:34]3)=[O:32])[C:25]=2[CH:24]=[CH:23]1>CO>[OH:19][CH2:20][CH2:21][N:22]1[C:30]2[CH:29]=[CH:28][CH:27]=[C:26]([C:31]([N:33]3[CH2:34][CH2:35][C:36]4([NH:40]/[C:39](=[N:41]/[C:42]([C:44]5[C:49]([NH2:50])=[N:48][C:47]([NH2:51])=[C:46]([Cl:52])[N:45]=5)=[O:43])/[NH:38][CH2:37]4)[CH2:53][CH2:54]3)=[O:32])[C:25]=2[CH:24]=[CH:23]1 |f:0.1|. The reactants are CN1CCCC1=O, COc1cc(Cl)cc(C(=O)N2CCc3cc(F)ccc32)n1, O=c1[nH]c2ncccc2n1C1CCNCC1. The product is COc1cc(N2CCC(n3c(=O)[nH]c4ncccc43)CC2)cc(C(=O)N2CCc3cc(F)ccc32)n1. Reaction SMILES: [CH3:38][N:39]1[CH2:40][CH2:41][CH2:42][C:43]1=[O:44].[Cl:17][c:18]1[cH:19][c:20]([C:26](=[O:27])[N:28]2[CH2:29][CH2:30][c:31]3[cH:32][c:33]([F:37])[cH:34][cH:35][c:36]32)[n:21][c:22]([O:24][CH3:25])[cH:23]1.[NH:1]1[CH2:2][CH2:3][CH:4]([n:7]2[c:8](=[O:16])[nH:9][c:10]3[n:11][cH:12][cH:13][cH:14][c:15]23)[CH2:5][CH2:6]1>>[N:1]1([c:18]2[cH:19][c:20]([C:26](=[O:27])[N:28]3[CH2:29][CH2:30][c:31]4[cH:32][c:33]([F:37])[cH:34][cH:35][c:36]43)[n:21][c:22]([O:24][CH3:25])[cH:23]2)[CH2:2][CH2:3][CH:4]([n:7]2[c:8](=[O:16])[nH:9][c:10]3[n:11][cH:12][cH:13][cH:14][c:15]23)[CH2:5][CH2:6]1.